This data is from the Open Reaction Database (ORD), a public repository of structured organic reaction records. The task is: describe an organic reaction: reactants, conditions, products, and yield Reactants: C1CCOC1, Cl, [H-], ICCCOCCc1ccccc1, [Na+], NCCOCc1ccc(-c2nc3ccccc3o2)cc1. The product is c1ccc(CCOCCCNCCOCc2ccc(-c3nc4ccccc4o3)cc2)cc1, Cl. As a reaction SMILES: [CH2:37]1[O:38][CH2:39][CH2:40][CH2:41]1.[ClH:14].[H-:36].[I:1][CH2:2][CH2:3][CH2:4][O:5][CH2:6][CH2:7][c:8]1[cH:9][cH:10][cH:11][cH:12][cH:13]1.[Na+:35].[o:15]1[c:16](-[c:24]2[cH:25][cH:26][c:27]([CH2:28][O:29][CH2:30][CH2:31][NH2:32])[cH:33][cH:34]2)[n:17][c:18]2[c:19]1[cH:20][cH:21][cH:22][cH:23]2>>[CH2:2]([CH2:3][CH2:4][O:5][CH2:6][CH2:7][c:8]1[cH:9][cH:10][cH:11][cH:12][cH:13]1)[NH:32][CH2:31][CH2:30][O:29][CH2:28][c:27]1[cH:26][cH:25][c:24](-[c:16]2[o:15][c:19]3[c:18]([n:17]2)[cH:23][cH:22][cH:21][cH:20]3)[cH:34][cH:33]1.[ClH:14]. The reactants are COC=1C=C2C(=CC=NC2=CC1OC)OC1=CC(=C(N)C=C1)C (4-[(6,7-Dimethoxy-4-quinolyl)oxy]-2-methylaniline), C1(=CC=CC=C1)C (toluene), C1(=CC=CC=C1)C(=O)N=C=S (1-benzenecarbonyl isothiocyanate). The solvent is C(C)O (ethanol), C(C)O (ethanol). Conditions: time 2 hour. Yields the product C(C1=CC=CC=C1)(=O)NC(=S)NC1=C(C=C(C=C1)OC1=CC=NC2=CC(=C(C=C12)OC)OC)C (N-Benzoyl-N′-{4-[(6,7-dimethoxy-4-quinolyl)oxy]-2-methylphenyl}thiourea). Yield: 58.0%. Reaction SMILES: [C:1]1([C:7]([N:9]=[C:10]=[S:11])=[O:8])[CH:6]=[CH:5][CH:4]=[CH:3][CH:2]=1.[CH3:12][O:13][C:14]1[CH:15]=[C:16]2[C:21](=[CH:22][C:23]=1[O:24][CH3:25])[N:20]=[CH:19][CH:18]=[C:17]2[O:26][C:27]1[CH:33]=[CH:32][C:30]([NH2:31])=[C:29]([CH3:34])[CH:28]=1.C1(C)C=CC=CC=1>C(O)C>[C:7]([NH:9][C:10]([NH:31][C:30]1[CH:32]=[CH:33][C:27]([O:26][C:17]2[C:16]3[C:21](=[CH:22][C:23]([O:24][CH3:25])=[C:14]([O:13][CH3:12])[CH:15]=3)[N:20]=[CH:19][CH:18]=2)=[CH:28][C:29]=1[CH3:34])=[S:11])(=[O:8])[C:1]1[CH:6]=[CH:5][CH:4]=[CH:3][CH:2]=1. Procedure: Commercially available 1-benzenecarbonyl isothiocyanate (50 μl) was dissolved in ethanol (1 ml) to prepare a solution. 4-[(6,7-Dimethoxy-4-quinolyl)oxy]-2-methylaniline (50 mg), toluene (5 ml), and ethanol (1 ml) were added to the solution, and the mixture was stirred at room temperature for 2 hr. The reaction solution was concentrated, and the residue was purified by chromatography on silica gel using chloroform/acetone for development to give the title compound (44 mg, yield 58%). The reactants are CN(CCN1C(CCC2=CC(=CC=C12)[N+](=O)[O-])=O)C (1-(2-(Dimethylamino)ethyl)-6-nitro-3,4-dihydroquinolin-2(1H)-one), ClC(=O)OC1=CC=CC=C1 (phenyl chloroformate). The solvent is ClCCl (dichloromethane), ClCCl (dichloromethane). Conditions: temperature 0 celsius, time 8 hour. The product is CN(C(OC1=CC=CC=C1)=O)CCN1C(CCC2=CC(=CC=C12)[N+](=O)[O-])=O (Phenyl methyl(2-(6-nitro-2-oxo-3,4-dihydroquinolin-1(2H)-yl)ethyl)carbamate). Reaction SMILES: [CH3:1][N:2](C)[CH2:3][CH2:4][N:5]1[C:14]2[C:9](=[CH:10][C:11]([N+:15]([O-:17])=[O:16])=[CH:12][CH:13]=2)[CH2:8][CH2:7][C:6]1=[O:18].Cl[C:21]([O:23][C:24]1[CH:29]=[CH:28][CH:27]=[CH:26][CH:25]=1)=[O:22]>ClCCl>[CH3:1][N:2]([CH2:3][CH2:4][N:5]1[C:14]2[C:9](=[CH:10][C:11]([N+:15]([O-:17])=[O:16])=[CH:12][CH:13]=2)[CH2:8][CH2:7][C:6]1=[O:18])[C:21](=[O:22])[O:23][C:24]1[CH:29]=[CH:28][CH:27]=[CH:26][CH:25]=1. Procedure details: 1-(2-(Dimethylamino)ethyl)-6-nitro-3,4-dihydroquinolin-2(1H)-one (1.16 g, 4.40 mmol) was dissolved in dichloromethane (20 mL) in a round bottom flask at room temperature. The solution was cooled to 0° C. and phenyl chloroformate (0.829 mL, 6.61 mmol) was added slowly to avoid an excessive exotherm. The reaction mixture was then warmed to room temperature and stirred overnight. The reaction mixture was then diluted with dichloromethane and quenched with dilute NaOH (˜0.5 M). The aqueous phase was... The reactants are O=C=O, CI, CCOCC, [Cl-], Cc1c(Cl)cccc1-n1cccc1, I, [Mg], [NH4+], C1CCOC1. Product: Cc1c(C(=O)O)cccc1-n1cccc1. RXN SMILES: [C:18](=[O:19])=[O:20].[CH3:16][I:17].[CH3:23][CH2:24][O:25][CH2:26][CH3:27].[Cl-:21].[Cl:2][c:3]1[c:4]([CH3:14])[c:5](-[n:9]2[cH:10][cH:11][cH:12][cH:13]2)[cH:6][cH:7][cH:8]1.[I:15].[Mg:1].[NH4+:22].[O:28]1[CH2:29][CH2:30][CH2:31][CH2:32]1>>[c:3]1([C:18](=[O:19])[OH:20])[c:4]([CH3:14])[c:5](-[n:9]2[cH:10][cH:11][cH:12][cH:13]2)[cH:6][cH:7][cH:8]1.